This data is from the Open Reaction Database (ORD), a public repository of structured organic reaction records. The task is: describe an organic reaction: reactants, conditions, products, and yield Starting materials: BrC=1C=CC2=C(C=C(CCO2)C(=O)OCC)C1 (ethyl 7-bromo-2,3-dihydro-1-benzoxepine-4-carboxylate), B(OC1=CC=C(C=C1)Cl)([O-])[O-] (4-chloro-phenyl borate), C([O-])([O-])=O.[K+].[K+] (potassium carbonate). The reagents and catalysts are C=1C=CC(=CC1)[P](C=2C=CC=CC2)(C=3C=CC=CC3)[Pd]([P](C=4C=CC=CC4)(C=5C=CC=CC5)C=6C=CC=CC6)([P](C=7C=CC=CC7)(C=8C=CC=CC8)C=9C=CC=CC9)[P](C=1C=CC=CC1)(C=1C=CC=CC1)C=1C=CC=CC1 (tetrakistriphenyl-phosphinepalladium). Solvent: C=1(C(=CC=CC1)CCO)C.O (toluene-ethanol water). Yields the product ClC1=CC=C(C=C1)C=1C=CC2=C(C=C(CCO2)C(=O)OCC)C1 (ethyl 7-(4-chlorophenyl)-2,3-dihydro-1-benzoxepine-4-carboxylate). The yield is 83.0%. As a reaction SMILES: Br[C:2]1[CH:3]=[CH:4][C:5]2[O:11][CH2:10][CH2:9][C:8]([C:12]([O:14][CH2:15][CH3:16])=[O:13])=[CH:7][C:6]=2[CH:17]=1.B([O-])([O-])O[C:20]1[CH:25]=[CH:24][C:23]([Cl:26])=[CH:22][CH:21]=1.C(=O)([O-])[O-].[K+].[K+]>C1(C)C(CCO)=CC=CC=1.O.C1C=CC([P]([Pd]([P](C2C=CC=CC=2)(C2C=CC=CC=2)C2C=CC=CC=2)([P](C2C=CC=CC=2)(C2C=CC=CC=2)C2C=CC=CC=2)[P](C2C=CC=CC=2)(C2C=CC=CC=2)C2C=CC=CC=2)(C2C=CC=CC=2)C2C=CC=CC=2)=CC=1>[Cl:26][C:23]1[CH:24]=[CH:25][C:20]([C:2]2[CH:3]=[CH:4][C:5]3[O:11][CH2:10][CH2:9][C:8]([C:12]([O:14][CH2:15][CH3:16])=[O:13])=[CH:7][C:6]=3[CH:17]=2)=[CH:21][CH:22]=1 |f:2.3.4,5.6,^1:49,51,70,89|. Procedure: Under argon atmosphere, a solution of ethyl 7-bromo-2,3-dihydro-1-benzoxepine-4-carboxylate (500 mg), 4-chloro-phenyl borate (289 mg) and potassium carbonate (464 mg) in toluene-ethanol-water (20-2-2 ml) was stirred at room temperature for 1 hour. To the reaction mixture was added tetrakistriphenyl-phosphinepalladium (0.06 g), and the mixture was refluxed for 24 hours and cooled to room temperature. The organic layer was washed with saturated sodium chloride solution, dried with magnesium sulfat... The reactants are C(C)(=O)NC=1SC=C(N1)COC1=CC=C(C=C1)CCNC(=O)NNC(=O)OC(C)(C)C (tert-butyl 2-{[2-(4-{[2-(acetylamino)-1,3-thiazol-4-yl]methoxy}phenyl)ethyl]carbamoyl}hydrazinecarboxylate), FC(C(=O)O)(F)F (trifluoroacetic acid). Run in ClCCl (dichloromethane). Run at time 2 hour. Yields the product FC(C(=O)O)(F)F.C(C)(=O)NC=1SC=C(N1)COC1=CC=C(C=C1)CCNC(=O)NN (N-[2-(4-{[2-(acetylamino)-1,3-thiazol-4-yl]methoxy}phenyl)ethyl]hydrazinecarboxamide trifluoroacetate). Yield: 82.0%. As a reaction SMILES: [C:1]([NH:4][C:5]1[S:6][CH:7]=[C:8]([CH2:10][O:11][C:12]2[CH:17]=[CH:16][C:15]([CH2:18][CH2:19][NH:20][C:21]([NH:23][NH:24]C(OC(C)(C)C)=O)=[O:22])=[CH:14][CH:13]=2)[N:9]=1)(=[O:3])[CH3:2].[F:32][C:33]([F:38])([F:37])[C:34]([OH:36])=[O:35]>ClCCl>[F:32][C:33]([F:38])([F:37])[C:34]([OH:36])=[O:35].[C:1]([NH:4][C:5]1[S:6][CH:7]=[C:8]([CH2:10][O:11][C:12]2[CH:13]=[CH:14][C:15]([CH2:18][CH2:19][NH:20][C:21]([NH:23][NH2:24])=[O:22])=[CH:16][CH:17]=2)[N:9]=1)(=[O:3])[CH3:2] |f:3.4|. Procedure: To a solution of tert-butyl 2-{[2-(4-{[2-(acetylamino)-1,3-thiazol-4-yl]methoxy}phenyl)ethyl]carbamoyl}hydrazinecarboxylate (305.0 mg, 0.667 mmol) in anhydrous dichloromethane (20 ml) was added trifluoroacetic acid (2.48 ml, 33.4 mmol) at 0° C. The reaction mixture was stirred at room temperature for 2 hr,and concentrated under reduced pressure. Dichloromethane (20 ml) was added to the residue and the mixture was concentrated again under reduced pressure. This operation was repeated 3 times to r... Starting materials: N1C[C@H](CC1)O.CC1=CC=C(C=C1)S(=O)(=O)[O-] ((3S)-pyrrolidin-3-ol 4-methylbenzenesulfonate), BrC1=CC=C(C=C1)C=1OC(=C(N1)CCOS(=O)(=O)C)C (Methanesulfonic acid 2-[2-(4-bromo-phenyl)-5-methyl-oxazol-4-yl]-ethyl ester), N1C[C@H](CC1)O.CC1=CC=C(C=C1)S(=O)(=O)[O-] ((3S)-pyrrolidin-3-ol 4-methylbenzenesulfonate), BrC1=CC=C(C=C1)C=1OC(=C(N1)CCOS(=O)(=O)C)C (Methanesulfonic acid 2-[2-(4-bromo-phenyl)-5-methyl-oxazol-4-yl]-ethyl ester), C([O-])([O-])=O.[K+].[K+] (potassium carbonate). Reagents/catalysts: [I-].[K+] (potassium iodide). Run in C(C)#N (acetonitrile). The product is BrC1=CC=C(C=C1)C=1OC(=C(N1)CCN1C[C@H](CC1)O)C ((3S)-1-{2-[2-(4-Bromophenyl)-5-methyl-1,3-oxazol-4-yl]ethyl}pyrrolidin-3-ol). Yield: 97.1%. RXN SMILES: [Br:1][C:2]1[CH:7]=[CH:6][C:5]([C:8]2[O:9][C:10]([CH3:20])=[C:11]([CH2:13][CH2:14]OS(C)(=O)=O)[N:12]=2)=[CH:4][CH:3]=1.C(=O)([O-])[O-].[K+].[K+].[NH:27]1[CH2:31][CH2:30][C@H:29]([OH:32])[CH2:28]1.CC1C=CC(S([O-])(=O)=O)=CC=1>[I-].[K+].C(#N)C>[Br:1][C:2]1[CH:7]=[CH:6][C:5]([C:8]2[O:9][C:10]([CH3:20])=[C:11]([CH2:13][CH2:14][N:27]3[CH2:31][CH2:30][C@H:29]([OH:32])[CH2:28]3)[N:12]=2)=[CH:4][CH:3]=1 |f:1.2.3,4.5,6.7|. Procedure: Prepare using the method of Example 102 with 2-[2-(4-bromophenyl)-5-methyl-1,3-oxazol-4-yl]ethyl methanesulfonate (See Intermediate 13) (0.16 g, 0.44 mmole), anhydrous acetonitrile (2 mL), potassium carbonate (0.21 g, 1.54 mmol), potassium iodide (0.007 g, 0.04 mmol) and (3S)-pyrrolidin-3-ol 4-methylbenzenesulfonate (salt) (See Intermediate 53) (0.21 g, 0.80 mmol) to give the title compound as a pale orange oil (0.15 g): MS (m/e) (79Br/81Br): 351, 353(M+1) Reactants: BrB(Br)Br, CCCCCc1c(-c2ccc3cc(OC)ccc3c2)n(Cc2ccccc2)c2ccccc12, ClCCl, [Na+], [OH-]. Yields the product CCCCCc1c(-c2ccc3cc(O)ccc3c2)n(Cc2ccccc2)c2ccccc12. Reaction SMILES: [B:34]([Br:35])([Br:36])[Br:37].[CH2:1]([c:2]1[cH:3][cH:4][cH:5][cH:6][cH:7]1)[n:8]1[c:9](-[c:22]2[cH:23][c:24]3[cH:25][cH:26][c:27]([O:32][CH3:33])[cH:28][c:29]3[cH:30][cH:31]2)[c:10]([CH2:17][CH2:18][CH2:19][CH2:20][CH3:21])[c:11]2[cH:12][cH:13][cH:14][cH:15][c:16]12.[CH2:40]([Cl:41])[Cl:42].[Na+:39].[OH-:38]>>[CH2:1]([c:2]1[cH:3][cH:4][cH:5][cH:6][cH:7]1)[n:8]1[c:9](-[c:22]2[cH:23][c:24]3[cH:25][cH:26][c:27]([OH:32])[cH:28][c:29]3[cH:30][cH:31]2)[c:10]([CH2:17][CH2:18][CH2:19][CH2:20][CH3:21])[c:11]2[cH:12][cH:13][cH:14][cH:15][c:16]12. The product is ClC1=CC=CC(=N1)C#CCCN1N=C2C(=N1)C=CC=C2 (2-(4-(6-chloropyridin-2-yl)but-3-ynyl)-2H-benzo[d][1,2,3]triazole). RXN SMILES: Cl[C:2]1[CH:7]=[CH:6][CH:5]=[C:4]([Cl:8])[N:3]=1.[CH2:9]([N:13]1[N:17]=[C:16]2[CH:18]=[CH:19][CH:20]=[CH:21][C:15]2=[N:14]1)[CH2:10][C:11]#[CH:12]>>[Cl:8][C:4]1[N:3]=[C:2]([C:12]#[C:11][CH2:10][CH2:9][N:13]2[N:14]=[C:15]3[CH:21]=[CH:20][CH:19]=[CH:18][C:16]3=[N:17]2)[CH:7]=[CH:6][CH:5]=1. The yield is 5300.0%. Reaction conditions: time 15 minute. Starting materials: ClC1=NC(=CC=C1)Cl (2,6-dichloropyridine), C(CC#C)N1N=C2C(=N1)C=CC=C2 (2-but-3-ynyl-2H-benzo[d][1,2,3]triazole). Procedure details: The title compound was prepared in accordance with the general method of Example 108(C), from 2,6-dichloropyridine (150 mg, 1.01 mmol) and 2-but-3-ynyl-2H-benzo[d][1,2,3]triazole (0.17 g, 1.00 mmol, Example 109(D)). Microwave conditions: 120° C. for 15 min. The crude residue was purified by flash chromatography (cyclohexane/AcOEt 4:1) to yield 15 mg (53 mmol, 5%) of 2-(4-(6-chloropyridin-2-yl)but-3-ynyl)-2H-benzo[d][1,2,3]triazole as a yellow solid.